From a dataset of the Open Reaction Database (ORD), a public repository of structured organic reaction records. describe an organic reaction: reactants, conditions, products, and yield The reactants are ClC(Cl)Cl, Cc1ccc(Cl)cc1N=C=S, NCC(N)=O. Product: Cc1ccc(Cl)cc1NC(=S)NCC(N)=O. RXN SMILES: [CH:17]([Cl:18])([Cl:19])[Cl:20].[Cl:6][c:7]1[cH:8][cH:9][c:10]([CH3:16])[c:11]([N:13]=[C:14]=[S:15])[cH:12]1.[NH2:1][CH2:2][C:3]([NH2:4])=[O:5]>>[NH:1]([CH2:2][C:3]([NH2:4])=[O:5])[C:14]([NH:13][c:11]1[c:10]([CH3:16])[cH:9][cH:8][c:7]([Cl:6])[cH:12]1)=[S:15]. Starting materials: O1CCOC12CCC(CC2)C2=C(C=CC=C2C(F)(F)F)COCC2=CC=CC=C2 (phenylmethyl [(1,4-dioxaspiro-[4.5]decan-8-yl)(3-trifluoromethylphenyl)]methyl ether), O (water). Solvent: C(C)(=O)O (acetic acid). Yields the product C1(CCC(CC1)C1=C(C=CC=C1C(F)(F)F)COCC1=CC=CC=C1)=O (phenylmethyl [(cyclohexanon-4-yl)(3-trifluoromethylphenyl)]methyl ether). Reaction SMILES: O1[C:5]2([CH2:10][CH2:9][CH:8]([C:11]3[C:16]([C:17]([F:20])([F:19])[F:18])=[CH:15][CH:14]=[CH:13][C:12]=3[CH2:21][O:22][CH2:23][C:24]3[CH:29]=[CH:28][CH:27]=[CH:26][CH:25]=3)[CH2:7][CH2:6]2)[O:4]CC1.O>C(O)(=O)C>[C:5]1(=[O:4])[CH2:6][CH2:7][CH:8]([C:11]2[C:16]([C:17]([F:20])([F:19])[F:18])=[CH:15][CH:14]=[CH:13][C:12]=2[CH2:21][O:22][CH2:23][C:24]2[CH:25]=[CH:26][CH:27]=[CH:28][CH:29]=2)[CH2:9][CH2:10]1. Reported procedure: This compound is prepared in a manner analogous to that of Step D of Example 2, using 20.3 grams (0.050 mole) of phenylmethyl [(1,4-dioxaspiro-[4.5]decan-8-yl)(3-trifluoromethylphenyl)]methyl ether and 35 mL of water in 125 mL of acetic acid, yielding phenylmethyl [(cyclohexanon-4-yl)(3-trifluoromethylphenyl)]methyl ether.